From a dataset of the Open Reaction Database (ORD), a public repository of structured organic reaction records. describe an organic reaction: reactants, conditions, products, and yield Reactants: BrC=1C=C2C(C(=O)N(C2=O)CC(C)C)=CC1 (4-bromo-N-isobutylphthalimide), O (water). Reported procedure: 5-Bromo-3-hydroxy-2-isobutyl-2,3-dihydroisoindol-1-one and 6-bromo-3-hydroxy-2-isobutyl-2,3-dihydroinsoindol-1-one are prepared as described in Example 1, starting with 23.6 g of 4-bromo-N-isobutylphthalimide in 200 cm3 of methanol and 4.5 g of potassium borohydride. The reaction mixture is stirred at a temperature in the region of 20° C. for 16 hours and is then cooled to a temperature in the region of 0° C. and 175 cm3 of distilled water are added dropwise. The methanol is then partially evapo... Isolated yield 99.7%. Solvent: CO (methanol), [BH4-].[K+] (potassium borohydride). Run at temperature 20 celsius, time 16 hour. Yields the product 6-bromo-3-hydroxy-2-isobutyl-2,3-dihydroinsoindol-1, BrC=1C=C2C(N(C(C2=CC1)=O)CC(C)C)O (5-bromo-3-hydroxy-2-isobutyl-2,3-dihydroisoindol-1-one). Reaction SMILES: [Br:1][C:2]1[CH:3]=[C:4]2[C:9](=[O:10])[N:8]([CH2:11][CH:12]([CH3:14])[CH3:13])[C:6](=[O:7])[C:5]2=[CH:15][CH:16]=1.O>CO.[BH4-].[K+]>[Br:1][C:2]1[CH:3]=[C:4]2[C:5](=[CH:15][CH:16]=1)[C:6](=[O:7])[N:8]([CH2:11][CH:12]([CH3:13])[CH3:14])[CH:9]2[OH:10] |f:3.4|. The reactants are COc1cc(C)c(Br)cc1C(=O)O, CN1CCc2c(N)cccc2C1, CN(C)C=O, On1nnc2ccccc21. Yields the product COc1cc(C)c(Br)cc1C(=O)Nc1cccc2c1CCN(C)C2. As a reaction SMILES: [Br:1][c:2]1[c:3]([CH3:13])[cH:4][c:5]([O:11][CH3:12])[c:6]([C:7](=[O:8])[OH:9])[cH:10]1.[NH2:24][c:25]1[c:26]2[c:31]([cH:32][cH:33][cH:34]1)[CH2:30][N:29]([CH3:35])[CH2:28][CH2:27]2.[O:36]=[CH:37][N:38]([CH3:39])[CH3:40].[OH:14][n:15]1[c:16]2[cH:17][cH:18][cH:19][cH:20][c:21]2[n:22][n:23]1>>[Br:1][c:2]1[c:3]([CH3:13])[cH:4][c:5]([O:11][CH3:12])[c:6]([C:7](=[O:9])[NH:24][c:25]2[c:26]3[c:31]([cH:32][cH:33][cH:34]2)[CH2:30][N:29]([CH3:35])[CH2:28][CH2:27]3)[cH:10]1. Starting materials: CC1=CC=NC=2C=CCCC12 (5,6-dihydro-4-methylquinoline), Cl.C(CC)NO (1-propylhydroxylamine hydrochloride). The solvent is CO (methanol). The product is ON(C1CCC=2C(=CC=NC2C1)C)CCC (5,6,7,8-tetrahydro-7-(N-hydroxy-1-propylamino)-4-methylquinoline). Isolated yield 73.4%. RXN SMILES: [CH3:1][C:2]1[C:11]2[CH2:10][CH2:9][CH:8]=[CH:7][C:6]=2[N:5]=[CH:4][CH:3]=1.Cl.[CH2:13]([NH:16][OH:17])[CH2:14][CH3:15]>CO>[OH:17][N:16]([CH2:13][CH2:14][CH3:15])[CH:8]1[CH2:7][C:6]2[N:5]=[CH:4][CH:3]=[C:2]([CH3:1])[C:11]=2[CH2:10][CH2:9]1 |f:1.2|. Reported procedure: This compound was prepared from the product of Step 6 (4.5 g, 30 mmol), 1-propylhydroxylamine hydrochloride (6 g, 55 mmol), and methanol (20 ml) by the method outlined in Example 10. The crude material was recrystallised from cyclohexane to give the product (4.85 g). Reactants: Cl[O-].[Na+] (sodium hypochlorite), [OH-].[Na+] (sodium hydroxide), C(C)(=O)C1=CC2=CC=C(C=C2C=C1)Br (2-acetyl-6-bromonaphthalene), C(C)(=O)C1=CC2=CC=C(C=C2C=C1)Br (2-acetyl-6-bromonaphthalene). Run in O (water), O1CCOCC1 (1,4-dioxane). Reaction conditions: temperature 70 celsius. The product is BrC=1C=C2C=CC(=CC2=CC1)C(=O)O (6-bromo-2-naphthalenecarboxylic acid). The yield is 87.8%. RXN SMILES: Cl[O-:2].[Na+].[OH-].[Na+].[C:6]([C:9]1[CH:18]=[CH:17][C:16]2[C:11](=[CH:12][CH:13]=[C:14]([Br:19])[CH:15]=2)[CH:10]=1)(=[O:8])C>O.O1CCOCC1>[Br:19][C:14]1[CH:15]=[C:16]2[C:11](=[CH:12][CH:13]=1)[CH:10]=[C:9]([C:6]([OH:8])=[O:2])[CH:18]=[CH:17]2 |f:0.1,2.3|. Reported procedure: To a solution of sodium hypochlorite (62 ml, 5.25% in water (w/w), 3.6 g, 48.18 mmol) and sodium hydroxide (6.4 g, 160.6 mmol) in 50 ml of water was added a solution of 2-acetyl-6-bromonaphthalene (Compound L) 4 g, (16.06 mmol) in 50 ml of 1,4-dioxane. The yellow solution was heated to 70° C. in an oil bath for 2 hours, cooled to ambient temperature, and extracted with ethyl ether (2×50 ml). The aqueous layers were diluted with NaHSO3 solution (until KI indicator solution remained colorless) and... Starting materials: ice, C(=O)=O (dry ice), ClC1=C2C=CC(=NC2=C(C=C1)O)C (5-chloro-8-hydroxy-2-methylquinoline), FS(=O)(=O)O (fluorosulfonic acid). Run in O (water). Conditions: temperature -78 celsius. The product is ClC1=C2C=CC(=NC2=C(C(=C1)S(=O)(=O)F)O)C (5-Chloro-8-hydroxy-2-methyl-7-quinolinesulfonyl fluoride). As a reaction SMILES: [Cl:1][C:2]1[CH:11]=[CH:10][C:9]([OH:12])=[C:8]2[C:3]=1[CH:4]=[CH:5][C:6]([CH3:13])=[N:7]2.C(=O)=O.[F:17][S:18](O)(=[O:20])=[O:19]>O>[Cl:1][C:2]1[CH:11]=[C:10]([S:18]([F:17])(=[O:20])=[O:19])[C:9]([OH:12])=[C:8]2[C:3]=1[CH:4]=[CH:5][C:6]([CH3:13])=[N:7]2. Reported procedure: A solution of 5-chloro-8-hydroxy-2-methylquinoline (9.2 g) in 55 mL of fluorosulfonic acid is stirred at 120° C. for 18 h in a tightly stoppered flask. The mixture is then cooled to −78° C. and poured onto an intimate mixture of 250 mL of crushed ice and 250 mL of powdered dry ice. The mixture is allowed to warm to 25° C., and then diluted with distilled water until further addition causes no additional solid to precipitate (ca. 100 mL). The mixture is filtered, and the solid obtained is washed ...